From a dataset of the Open Reaction Database (ORD), a public repository of structured organic reaction records. describe an organic reaction: reactants, conditions, products, and yield Starting materials: O=C([O-])[O-], BrCc1ccccc1, CC1CNCCN1, CC#N, [K+], [K+]. The product is CC1CN(Cc2ccccc2)CCN1. Reaction SMILES: [C:16](=[O:17])([O-:18])[O-:19].[CH2:8]([c:9]1[cH:10][cH:11][cH:12][cH:13][cH:14]1)[Br:15].[CH3:1][CH:2]1[NH:3][CH2:4][CH2:5][NH:6][CH2:7]1.[CH3:22][C:23]#[N:24].[K+:20].[K+:21]>>[CH3:1][CH:2]1[NH:3][CH2:4][CH2:5][N:6]([CH2:8][c:9]2[cH:10][cH:11][cH:12][cH:13][cH:14]2)[CH2:7]1.